Dataset: the Open Reaction Database (ORD), a public repository of structured organic reaction records. Task: describe an organic reaction: reactants, conditions, products, and yield Starting materials: CCN(C(C)C)C(C)C, O=S(=O)(c1cc(Cl)cc(Cl)c1O)N(Cc1ccc(F)cc1)Cc1ccc(CNCc2ccc(F)cc2)cc1, O=S(=O)(Cl)c1cc(Cl)cc(Cl)c1, ClCCl. Product: O=S(=O)(c1cc(Cl)cc(Cl)c1)N(Cc1ccc(F)cc1)Cc1ccc(CN(Cc2ccc(F)cc2)S(=O)(=O)c2cc(Cl)cc(Cl)c2O)cc1. RXN SMILES: [CH:51]([N:52]([CH:53]([CH3:54])[CH3:55])[CH2:56][CH3:57])([CH3:58])[CH3:59].[Cl:1][c:2]1[c:3]([OH:38])[c:4]([S:9](=[O:10])(=[O:11])[N:12]([CH2:13][c:14]2[cH:15][cH:16][c:17]([CH2:20][NH:21][CH2:22][c:23]3[cH:24][cH:25][c:26]([F:29])[cH:27][cH:28]3)[cH:18][cH:19]2)[CH2:30][c:31]2[cH:32][cH:33][c:34]([F:37])[cH:35][cH:36]2)[cH:5][c:6]([Cl:8])[cH:7]1.[Cl:39][c:40]1[cH:41][c:42]([S:47](=[O:48])(=[O:49])[Cl:50])[cH:43][c:44]([Cl:46])[cH:45]1.[Cl:60][CH2:61][Cl:62]>>[Cl:1][c:2]1[c:3]([OH:38])[c:4]([S:9](=[O:10])(=[O:11])[N:12]([CH2:13][c:14]2[cH:15][cH:16][c:17]([CH2:20][N:21]([CH2:22][c:23]3[cH:24][cH:25][c:26]([F:29])[cH:27][cH:28]3)[S:47]([c:42]3[cH:41][c:40]([Cl:39])[cH:45][c:44]([Cl:46])[cH:43]3)(=[O:48])=[O:49])[cH:18][cH:19]2)[CH2:30][c:31]2[cH:32][cH:33][c:34]([F:37])[cH:35][cH:36]2)[cH:5][c:6]([Cl:8])[cH:7]1. Starting materials: ClC1=NC=C(C(=C1)C=1NC2=CC=CC(=C2C1)F)C(=C)C (2-(2-chloro-5-(prop-1-en-2-yl)pyridin-4-yl)-4-fluoro-1H-indole), BH3-DMS, NaBO3.4H2O, OO (H2O2). Solvent: O (H2O). Reaction conditions: time 1 hour. The product is ClC1=CC(=C(C=N1)C(CO)C)C=1NC2=CC=CC(=C2C1)F (2-(6-chloro-4-(4-fluoro-1H-indol-2-yl)pyridin-3-yl)propan-1-ol). Isolated yield 36.0%. As a reaction SMILES: [Cl:1][C:2]1[CH:7]=[C:6]([C:8]2[NH:9][C:10]3[C:15]([CH:16]=2)=[C:14]([F:17])[CH:13]=[CH:12][CH:11]=3)[C:5]([C:18]([CH3:20])=[CH2:19])=[CH:4][N:3]=1.[OH:21]O>O>[Cl:1][C:2]1[N:3]=[CH:4][C:5]([CH:18]([CH3:20])[CH2:19][OH:21])=[C:6]([C:8]2[NH:9][C:10]3[C:15]([CH:16]=2)=[C:14]([F:17])[CH:13]=[CH:12][CH:11]=3)[CH:7]=1. Reported procedure: To a degassed solution of 2-(2-chloro-5-(prop-1-en-2-yl)pyridin-4-yl)-4-fluoro-1H-indole (50 mg, 0.17 mmol) was added BH3-DMS (0.5 mL) under N2 protection at 0° C., and the mixture was stirred for 1 hour. Then NaBO3.4H2O (60 mg, 0.34 mmol) and H2O2 (0.2 mL) was added under N2 protection at 0° C. for 0.5 hours, and the reaction mixture was stirred at RT for 2 hours. After diluted with H2O and extracted with EtOAc, the combined organic layer was washed with H2O, brine, dried over Na2SO4, and the r... The reactants are NC1=C(C=CC=C1)N1CCOCC1 (4-(2-aminophenyl)morpholine), C(C(C)(C)C)#N (pivalonitrile), [Cl-].[Al+3].[Cl-].[Cl-] (aluminium chloride). The product is O1CCN(CC1)C1=C(C=CC=C1)NC(C(C)(C)C)=N (N-(2-morpholinophenyl)pivalamidine). RXN SMILES: [NH2:1][C:2]1[CH:7]=[CH:6][CH:5]=[CH:4][C:3]=1[N:8]1[CH2:13][CH2:12][O:11][CH2:10][CH2:9]1.[C:14](#[N:19])[C:15]([CH3:18])([CH3:17])[CH3:16].[Cl-].[Al+3].[Cl-].[Cl-]>>[O:11]1[CH2:12][CH2:13][N:8]([C:3]2[CH:4]=[CH:5][CH:6]=[CH:7][C:2]=2[NH:1][C:14](=[NH:19])[C:15]([CH3:18])([CH3:17])[CH3:16])[CH2:9][CH2:10]1 |f:2.3.4.5|. Procedure details: A mixture of 4-(2-aminophenyl)morpholine (3.56 g), pivalonitrile (5 g) and anhydrous aluminium chloride (8 g) was heated at 160°-170° C. for six hours to yield N-(2-morpholinophenyl)pivalamidine (m.p. 126° C.) which was recrystallised from hexane and converted into its monofumarate salt (m.p. 211° C.) which was recrystallised from methanol.